Task: describe an organic reaction: reactants, conditions, products, and yield. Dataset: the Open Reaction Database (ORD), a public repository of structured organic reaction records The reactants are (R)-1-(3-methoxymethoxyphenyl)-1, 2-ethanediol 2-tosylate, COCOC=1C=C(C=CC1)[C@@H](CO)N1C[C@H](CC1)OCOC (2-(S)-(3-methoxymethoxyphenyl)-2-(3-(S)-methoxymethoxypyrroldin-1-yl)ethanol), COCOC=1C=C(C=CC1)C(CN1C[C@H](CC1)OCOC)O ((3-methoxymethoxyphenyl)-2-(3-(S)-methoxymethoxypyrrolidin-1-yl)ethanol), CNC1=CC=C(C(=O)OC)C=C1 (methyl 4-methylaminobenzoate), Example 1 ( i ). Yields the product COCOC=1C=C(C=CC1)[C@@H](CO)N1C[C@H](CC1)OCOC (2-(S)-(3-Methoxymethoxyphenyl)-2-(3-(S)-methoxymethoxypyrrolidin-1-yl)ethanol), COCOC=1C=C(C=CC1)[C@H](CN1C[C@H](CC1)OCOC)O (1-(R)-(3-methoxymethoxyphenyl)-2-(3-(S)-methoxymethoxypyrrolidin-1-yl)ethanol), COCOC=1C=C(C=CC1)[C@H](CN1C[C@H](CC1)OCOC)N(C)C1=CC=C(C(=O)OC)C=C1 (Methyl 4-{N-[1-(R)-(3-methoxymethoxyphenyl)-2-(3-(S)-methoxymethoxypyrrolidin-1-yl)-ethyl]-N-methylamino}benzoate). Reaction SMILES: [CH3:1][O:2][CH2:3][O:4][C:5]1[CH:6]=[C:7]([C@H:11]([N:14]2[CH2:18][CH2:17][C@H:16]([O:19][CH2:20][O:21][CH3:22])[CH2:15]2)[CH2:12][OH:13])[CH:8]=[CH:9][CH:10]=1.[CH3:23][O:24][CH2:25][O:26][C:27]1[CH:28]=[C:29]([CH:33]([OH:44])[CH2:34][N:35]2[CH2:39][CH2:38][C@H:37]([O:40][CH2:41][O:42][CH3:43])[CH2:36]2)[CH:30]=[CH:31][CH:32]=1.[CH3:45][NH:46][C:47]1[CH:56]=[CH:55][C:50]([C:51]([O:53][CH3:54])=[O:52])=[CH:49][CH:48]=1>>[CH3:1][O:2][CH2:3][O:4][C:5]1[CH:6]=[C:7]([C@H:11]([N:14]2[CH2:18][CH2:17][C@H:16]([O:19][CH2:20][O:21][CH3:22])[CH2:15]2)[CH2:12][OH:13])[CH:8]=[CH:9][CH:10]=1.[CH3:23][O:24][CH2:25][O:26][C:27]1[CH:28]=[C:29]([C@@H:33]([OH:44])[CH2:34][N:35]2[CH2:39][CH2:38][C@H:37]([O:40][CH2:41][O:42][CH3:43])[CH2:36]2)[CH:30]=[CH:31][CH:32]=1.[CH3:23][O:24][CH2:25][O:26][C:27]1[CH:28]=[C:29]([C@@H:33]([N:46]([C:47]2[CH:56]=[CH:55][C:50]([C:51]([O:53][CH3:54])=[O:52])=[CH:49][CH:48]=2)[CH3:45])[CH2:34][N:35]2[CH2:39][CH2:38][C@H:37]([O:40][CH2:41][O:42][CH3:43])[CH2:36]2)[CH:30]=[CH:31][CH:32]=1. Reported procedure: 2-(S)-(3-Methoxymethoxyphenyl)-2-(3-(S)-methoxymethoxypyrrolidin-1-yl)ethanol and 1-(R)-(3-methoxymethoxyphenyl)-2-(3-(S)-methoxymethoxypyrrolidin-1-yl)ethanol were prepared from (R)-1-(3-methoxymethoxyphenyl)-1, 2-ethanediol-2-tosylate in 58% yield as a mixture according to the procedures similar to those described in Preparation 3. Title compound was prepared by reacting the mixture of 2-(S)-(3-methoxymethoxyphenyl)-2-(3-(S)-methoxymethoxypyrroldin-1-yl)ethanol and (3-methoxymethoxyphenyl)-2-(... Starting materials: BrC1=C2C(=NC=C1)N(C=C2I)C (4-bromo-3-iodo-1-methyl-1H-pyrrolo[2,3-b]pyridine), CN1CCC2=CC=C(C=C12)B1OC(C(O1)(C)C)(C)C (1-methyl-6-(4,4,5,5-tetramethyl-1,3,2-dioxaborolan-2-yl)indoline), C([O-])([O-])=O.[Na+].[Na+] (sodium carbonate). The reagents and catalysts are Cl[Pd]([P](C1=CC=CC=C1)(C2=CC=CC=C2)C3=CC=CC=C3)([P](C4=CC=CC=C4)(C5=CC=CC=C5)C6=CC=CC=C6)Cl (Bis(triphenylphosphine)palladium(II) chloride). The solvent is C(C)#N (ACN), CN(C)C=O (DMF), C(Cl)Cl (DCM), C(Cl)Cl (DCM), O (water). Conditions: temperature 55 celsius. Yields the product BrC1=C2C(=NC=C1)N(C=C2C2=CC=C1CCN(C1=C2)C)C (4-bromo-1-methyl-3-(1-methylindolin-6-yl)-1H-pyrrolo[2,3-b]pyridine). Yield: 48.8%. As a reaction SMILES: [Br:1][C:2]1[CH:7]=[CH:6][N:5]=[C:4]2[N:8]([CH3:12])[CH:9]=[C:10](I)[C:3]=12.[CH3:13][N:14]1[C:22]2[C:17](=[CH:18][CH:19]=[C:20](B3OC(C)(C)C(C)(C)O3)[CH:21]=2)[CH2:16][CH2:15]1.C(=O)([O-])[O-].[Na+].[Na+]>C(#N)C.CN(C=O)C.C(Cl)Cl.O.Cl[Pd](Cl)([P](C1C=CC=CC=1)(C1C=CC=CC=1)C1C=CC=CC=1)[P](C1C=CC=CC=1)(C1C=CC=CC=1)C1C=CC=CC=1>[Br:1][C:2]1[CH:7]=[CH:6][N:5]=[C:4]2[N:8]([CH3:12])[CH:9]=[C:10]([C:20]3[CH:21]=[C:22]4[C:17]([CH2:16][CH2:15][N:14]4[CH3:13])=[CH:18][CH:19]=3)[C:3]=12 |f:2.3.4,^1:52,71|. Procedure: To a stirred solution of 4-bromo-3-iodo-1-methyl-1H-pyrrolo[2,3-b]pyridine (D7) (5 g, 14.84 mmol) and 1-methyl-6-(4,4,5,5-tetramethyl-1,3,2-dioxaborolan-2-yl)indoline (4.61 g, 17.81 mmol) in ACN (40 mL), DMF (40 mL) and DCM (20 mL) was added 2M sodium carbonate aq. solution (74.2 mL, 148 mmol). Bis(triphenylphosphine)palladium(II) chloride (1.250 g, 1.781 mmol) was then added to the solution and the resulting mixture was heated at 55° C. for ca. 1.5 hour. The reaction mixture was diluted with DC... The reactants are COC=1C=C(OCC#CC(=O)[C@H]2N(CCC2)C(=O)OC(C)(C)C)C=CC1OC ((S)-t-Butyl 2-(4-(3,4-dimethoxyphenoxy)but-2-ynoyl)pyrrolidine-1-carboxylate), CNN (methylhydrazine), C(C)(=O)[O-].[Na+] (sodium acetate). Run in CCO (EtOH). Product: COC=1C=C(OCC2=CC(=NN2C)[C@H]2N(CCC2)C(=O)OC(C)(C)C)C=CC1OC ((S)-t-Butyl 2-(5-((3,4-dimethoxyphenoxy)methyl)-1-methyl-1H-pyrazol-3-yl)pyrrolidine-1-carboxylate). RXN SMILES: [CH3:1][O:2][C:3]1[CH:4]=[C:5]([CH:24]=[CH:25][C:26]=1[O:27][CH3:28])[O:6][CH2:7][C:8]#[C:9][C:10]([C@@H:12]1[CH2:16][CH2:15][CH2:14][N:13]1[C:17]([O:19][C:20]([CH3:23])([CH3:22])[CH3:21])=[O:18])=O.[CH3:29][NH:30][NH2:31].C([O-])(=O)C.[Na+]>CCO>[CH3:1][O:2][C:3]1[CH:4]=[C:5]([CH:24]=[CH:25][C:26]=1[O:27][CH3:28])[O:6][CH2:7][C:8]1[N:30]([CH3:29])[N:31]=[C:10]([C@@H:12]2[CH2:16][CH2:15][CH2:14][N:13]2[C:17]([O:19][C:20]([CH3:23])([CH3:22])[CH3:21])=[O:18])[CH:9]=1 |f:2.3|. Procedure: To an EtOH (5.0 mL) solution of the compound (390 mg) obtained in Example 13-(1), methylhydrazine (106 μL) and sodium acetate (246 mg) were added and the mixture was heated under reflux for 20 hours. The reaction mixture was concentrated and a saturated aqueous solution of NH4Cl (50 mL) was added to separate the organic layer, which was dried (MgSO4), filtered and concentrated to give a crude product, which was further purified by neutral silica gel chromatography (AcOEt/hexane) to give the titl...